From a dataset of the Open Reaction Database (ORD), a public repository of structured organic reaction records. describe an organic reaction: reactants, conditions, products, and yield As a reaction SMILES: [H-].[Na+].[I-].[CH3:4][S+](C)(C)=O.[CH2:9]([O:16][CH2:17][C@H:18]([CH:31]([CH3:33])[CH3:32])[CH2:19][C@H:20]([NH:23][C:24](=[O:30])[O:25][C:26]([CH3:29])([CH3:28])[CH3:27])[CH:21]=[O:22])[C:10]1[CH:15]=[CH:14][CH:13]=[CH:12][CH:11]=1>C1COCC1>[CH2:9]([O:16][CH2:17][C@H:18]([CH:31]([CH3:33])[CH3:32])[CH2:19][C@H:20]([NH:23][C:24](=[O:30])[O:25][C:26]([CH3:27])([CH3:28])[CH3:29])[C@@H:21]1[CH2:4][O:22]1)[C:10]1[CH:11]=[CH:12][CH:13]=[CH:14][CH:15]=1 |f:0.1,2.3|. Run in C1CCOC1 (THF). Reaction conditions: time 1 hour. Isolated yield 49.5%. Starting materials: [H-].[Na+] (sodium hydride), [I-].C[S+](=O)(C)C (trimethyloxosulfonium iodide), C(C1=CC=CC=C1)OC[C@@H](C[C@@H](C=O)NC(OC(C)(C)C)=O)C(C)C (tert-butyl (2S,4S)-4-(benzyloxymethyl)-5-methyl-1-oxohexan-2-ylcarbamate). Product: C(C1=CC=CC=C1)OC[C@@H](C[C@@H]([C@H]1OC1)NC(OC(C)(C)C)=O)C(C)C (tert-butyl (1S,3S)-3-(benzyloxymethyl)-4-methyl-1-((R)-oxiran-2-yl)pentylcarbamate). Procedure details: A flame dried 250-mL, round-bottom flask was charged with sodium hydride (2.4 g, 60.0 mmol) and trimethyloxosulfonium iodide (13.2 g, 60 mmol). The flask was evacuated and refilled with N2, and dry DMSO (100 mL) was added. The mixture was stirred at rt for 1 h to afford a solution. A second 500-mL, round-bottom flask was charged with tert-butyl (2S,4S)-4-(benzyloxymethyl)-5-methyl-1-oxohexan-2-ylcarbamate (14 g, 40 mmol) and THF (150 mL). The flask was evacuated and refilled with N2, and the sul... Reactants: O (water), [H-].[Al+3].[Li+].[H-].[H-].[H-] (lithium aluminium hydride), BrC=1C=CC2=C(C(=NCC=3N2C=C(N3)C(=O)OCC)C3=NC=CC=C3)C1 (ethyl 8-bromo-6-(2-pyridyl)-4H-imidazo[1,2-a][1,4]benzodiazepine-2-carboxylate), O (water). Run in O1CCCC1 (tetrahydrofuran). Reaction conditions: temperature -35 celsius. The product is BrC=1C=CC2=C(C(=NCC=3N2C=C(N3)CO)C3=NC=CC=C3)C1 (8-bromo-6-(2-pyridyl)-4H-imidazo[1,2-a][1,4]benzodiazepine-2-methanol). Isolated yield 43.3%. Reaction SMILES: [H-].[Al+3].[Li+].[H-].[H-].[H-].[Br:7][C:8]1[CH:9]=[CH:10][C:11]2[N:17]3[CH:18]=[C:19]([C:21](OCC)=[O:22])[N:20]=[C:16]3[CH2:15][N:14]=[C:13]([C:26]3[CH:31]=[CH:30][CH:29]=[CH:28][N:27]=3)[C:12]=2[CH:32]=1.O>O1CCCC1>[Br:7][C:8]1[CH:9]=[CH:10][C:11]2[N:17]3[CH:18]=[C:19]([CH2:21][OH:22])[N:20]=[C:16]3[CH2:15][N:14]=[C:13]([C:26]3[CH:31]=[CH:30][CH:29]=[CH:28][N:27]=3)[C:12]=2[CH:32]=1 |f:0.1.2.3.4.5|. Reported procedure: 0.38 g of lithium aluminium hydride was added portionwise to a suspension of 2.06 g of ethyl 8-bromo-6-(2-pyridyl)-4H-imidazo[1,2-a][1,4]benzodiazepine-2-carboxylate in 250 ml of tetrahydrofuran at −40° C. while stirring vigorously. A dark green solution thereby formed and this was stirred at −7 to −10° C. for 45 min. Then, the mixture was cooled to −35° C. and treated dropwise with 2 ml of water. After stirring at room temperature for 2 h. a further 6.0 ml of water were added slowly. The reacti... The reactants are NC=1C2=CC=CC=C2[N+](=C2CCCC(C12)=O)[O-] (9-amino-3,4-dihydroacridin-1(2H)-one N-oxide), C(C)(=O)OC(C)=O (acetic anhydride). Run at time 1 hour. Product: C(C)(=O)OC1CCC(C2=C(C3=CC=CC=C3N=C12)N)=O (4-acetoxy-9-amino-3,4-dihydroacridin-1(2H)-one). Isolated yield 52.0%. As a reaction SMILES: [NH2:1][C:2]1[C:3]2[C:8]([N+:9]([O-])=[C:10]3[C:15]=1[C:14](=[O:16])[CH2:13][CH2:12][CH2:11]3)=[CH:7][CH:6]=[CH:5][CH:4]=2.[C:18]([O:21]C(=O)C)(=[O:20])[CH3:19]>>[C:18]([O:21][CH:11]1[C:10]2[C:15](=[C:2]([NH2:1])[C:3]3[C:8]([N:9]=2)=[CH:7][CH:6]=[CH:5][CH:4]=3)[C:14](=[O:16])[CH2:13][CH2:12]1)(=[O:20])[CH3:19]. Reported procedure: A solution of 9-amino-3,4-dihydroacridin-1(2H)-one N-oxide (5.4 g) and acetic anhydride (60 ml) was heated to reflux and then concentrated. The residue was stirred in saturated sodium bicarbonate solution for one hr. The mixture was filtered and the filter cake was washed with water and dried under vacuum at 40° C. for three hrs to yield 1.93 g of product, mp 208° C. (dec). An additional 1.38 g, mp 208° C. (dec), of product was obtained by extraction of the tiltrate with ethyl acetate, evaporati... The reactants are CNC, Cc1ccccc1, O=S([O-])C(F)(F)F, N#Cc1cc(N)n(-c2c(Cl)cc3c(c2Cl)OC(F)(F)C3(F)F)n1, [Na+], O, Cc1ccc(S(=O)(=O)O)cc1, O=S(Cl)Cl. Product: N#Cc1nn(-c2c(Cl)cc3c(c2Cl)OC(F)(F)C3(F)F)c(N)c1SC(F)(F)F. Reaction SMILES: [CH3:43][NH:44][CH3:45].[CH3:50][c:51]1[cH:52][cH:53][cH:54][cH:55][cH:56]1.[F:24][C:25]([S:26]([O-:27])=[O:28])([F:29])[F:30].[NH2:1][c:2]1[cH:3][c:4]([C:22]#[N:23])[n:5][n:6]1-[c:7]1[c:8]([Cl:21])[c:9]2[c:10]([cH:18][c:19]1[Cl:20])[C:11]([F:16])([F:17])[C:12]([F:14])([F:15])[O:13]2.[Na+:31].[OH2:57].[OH:32][S:33]([c:34]1[cH:35][cH:36][c:37]([CH3:38])[cH:39][cH:40]1)(=[O:41])=[O:42].[S:46]([Cl:47])([Cl:48])=[O:49]>>[NH2:1][c:2]1[c:3]([S:26][C:25]([F:24])([F:29])[F:30])[c:4]([C:22]#[N:23])[n:5][n:6]1-[c:7]1[c:8]([Cl:21])[c:9]2[c:10]([cH:18][c:19]1[Cl:20])[C:11]([F:16])([F:17])[C:12]([F:14])([F:15])[O:13]2. The reactants are Cc1ccc(N)cc1Nc1nccc(-c2cncc(Br)c2)n1, CCN1CCN(Cc2ccc(C(=O)Cl)cc2C(F)(F)F)CC1, CCOCC, ClC(Cl)Cl, Cl, Cl. Yields the product CCN1CCN(Cc2ccc(C(=O)Nc3ccc(C)c(Nc4nccc(-c5cncc(Br)c5)n4)c3)cc2C(F)(F)F)CC1. RXN SMILES: [Br:1][c:2]1[cH:3][c:4](-[c:8]2[n:9][c:10]([NH:14][c:15]3[cH:16][c:17]([NH2:18])[cH:19][cH:20][c:21]3[CH3:22])[n:11][cH:12][cH:13]2)[cH:5][n:6][cH:7]1.[CH2:25]([CH3:26])[N:27]1[CH2:28][CH2:29][N:30]([CH2:33][c:34]2[c:35]([C:43]([F:44])([F:45])[F:46])[cH:36][c:37]([C:38](=[O:39])[Cl:40])[cH:41][cH:42]2)[CH2:31][CH2:32]1.[CH2:47]([O:48][CH2:49][CH3:50])[CH3:51].[CH:52]([Cl:53])([Cl:54])[Cl:55].[ClH:23].[ClH:24]>>[Br:1][c:2]1[cH:3][c:4](-[c:8]2[n:9][c:10]([NH:14][c:15]3[cH:16][c:17]([NH:18][C:38]([c:37]4[cH:36][c:35]([C:43]([F:44])([F:45])[F:46])[c:34]([CH2:33][N:30]5[CH2:29][CH2:28][N:27]([CH2:25][CH3:26])[CH2:32][CH2:31]5)[cH:42][cH:41]4)=[O:39])[cH:19][cH:20][c:21]3[CH3:22])[n:11][cH:12][cH:13]2)[cH:5][n:6][cH:7]1. The reactants are CN1C=C(C2=CC=CC=C12)[C@H]1[C@@H](C1)C(=O)OCC (ethyl trans-2-(1-methyl-1H-indol-3-yl)cyclopropanecarboxylate), [OH-].[Na+] (sodium hydroxide), Cl (hydrochloric acid). Run in CO (methanol). Conditions: temperature 60 celsius, time 3 hour. Yields the product CN1C=C(C2=CC=CC=C12)[C@H]1[C@@H](C1)C(=O)O (trans-2-(1-methyl-1H-indol-3-yl)cyclopropanecarboxylic acid). The yield is 141.6%. As a reaction SMILES: [CH3:1][N:2]1[C:10]2[C:5](=[CH:6][CH:7]=[CH:8][CH:9]=2)[C:4]([C@@H:11]2[CH2:13][C@H:12]2[C:14]([O:16]CC)=[O:15])=[CH:3]1.[OH-].[Na+].Cl>CO>[CH3:1][N:2]1[C:10]2[C:5](=[CH:6][CH:7]=[CH:8][CH:9]=2)[C:4]([C@@H:11]2[CH2:13][C@H:12]2[C:14]([OH:16])=[O:15])=[CH:3]1 |f:1.2|. Procedure details: A mixture of ethyl trans-2-(1-methyl-1H-indol-3-yl)cyclopropanecarboxylate (20 mg, 0.082 mmol) and 2 mol/L aqueous sodium hydroxide solution (0.20 mL, 0.40 mmol) in methanol (3 mL) was stirred at 60° C. for 3 hours. After cooling to room temperature, 2 mol/L hydrochloric acid (0.20 mL, 0.40 mmol) was added, and the solvent was removed in vacuo. To the residue was added THF (2 mL) and filtered off. The filtrate was concentrated in vacuo to give 25 mg of the title compound as a pale yellow oil. Th...